From a dataset of the Open Reaction Database (ORD), a public repository of structured organic reaction records. describe an organic reaction: reactants, conditions, products, and yield The reactants are C1(=CC=CC=C1)N(C1=CC=CC=C1)C1=CC=C(C=O)C=C1 (4-(N,N-diphenylamino)benzaldehyde), C1(=CC=C(C=C1)S(=O)(=O)C[N+]#[C-])C ((p-toluenesulfonyl)methyl isocyanide), CC(C)([O-])C.[K+] (potassium tert-butoxide), CO (methanol). Run in C(OC)COC (dimethoxyethane), C(OC)COC (dimethoxyethane), C(OC)COC (dimethoxyethane). Reaction conditions: temperature -55 celsius, time 1 hour. Product: C1(=CC=CC=C1)N(C1=CC=CC=C1)C1=CC=C(C=C1)CC#N (4-(N,N-Diphenylamino)phenylacetonitrile). Yield: 77.6%. As a reaction SMILES: C1(C)C=CC(S([CH2:10][N+:11]#[C-])(=O)=O)=CC=1.CC(C)([O-])C.[K+].[C:20]1([N:26]([C:33]2[CH:40]=[CH:39][C:36]([CH:37]=O)=[CH:35][CH:34]=2)[C:27]2[CH:32]=[CH:31][CH:30]=[CH:29][CH:28]=2)[CH:25]=[CH:24][CH:23]=[CH:22][CH:21]=1.CO>C(COC)OC>[C:20]1([N:26]([C:33]2[CH:40]=[CH:39][C:36]([CH2:37][C:10]#[N:11])=[CH:35][CH:34]=2)[C:27]2[CH:32]=[CH:31][CH:30]=[CH:29][CH:28]=2)[CH:25]=[CH:24][CH:23]=[CH:22][CH:21]=1 |f:1.2|. Procedure: A solution of 68.3 g (0.35 mol) of (p-toluenesulfonyl)methyl isocyanide (TOSMIC) in 300 ml of dimethoxyethane was added dropwise to a stirred suspension of 78 g (0.70 mol) of potassium tert-butoxide in 300 ml of dimethoxyethane at −30° C. under nitrogen. After the solution had been cooled to −55° C., a solution of 92 g (0.34 mol) of 4-(N,N-diphenylamino)benzaldehyde in 100 ml of dimethoxyethane was added dropwise. After stirring at −55° C. for 1 hour, methanol was added. The reaction solution wa... Reactants: C(C1=CC=C(C(=O)O)C=C1)(=O)O (terephthalic acid), [OH-].[K+] (potassium hydroxide). The solvent is O (water). Yields the product C(C1=CC=C(C(=O)[O-])C=C1)(=O)[O-].[K+].[K+] (potassium terephthalate). RXN SMILES: [C:1]([OH:12])(=[O:11])[C:2]1[CH:10]=[CH:9][C:5]([C:6]([OH:8])=[O:7])=[CH:4][CH:3]=1.[OH-].[K+:14]>O>[C:1]([O-:12])(=[O:11])[C:2]1[CH:10]=[CH:9][C:5]([C:6]([O-:8])=[O:7])=[CH:4][CH:3]=1.[K+:14].[K+:14] |f:1.2,4.5.6|. Procedure: The procedure of Example 1 was employed with the following exceptions. 24.75 grams of terephthalic acid were added to a solution of 18.89 grams of potassium hydroxide in 200 grams of distilled water, slowly and with heating and stirring to form potassium terephthalate, and then 41.17 grams of potassium carbonate were dissolved in the solution. 6.16 grams of potassium dichromate were dissolved in 100 grams of water, and this solution was added to the solution of potassium terephthalate to form th...